From a dataset of the Open Reaction Database (ORD), a public repository of structured organic reaction records. describe an organic reaction: reactants, conditions, products, and yield Reactants: CNN (methylhydrazine), C(C)OC(C(=C(OC)Cl)C(F)F)=O (3-chlorodifluoromethyl-3-methoxypropenoic acid ethyl ester), CNN (methylhydrazine). Run in ice water. Reaction conditions: time 8 hour. Product: ClC1=C(C(=NN1C)O)C(F)F (5-Chlorodifluoromethyl-3-hydroxy-1-methylpyrazole). Isolated yield 38.1%. Reaction SMILES: C([O:3][C:4](=O)[C:5]([CH:10]([F:12])[F:11])=[C:6]([Cl:9])OC)C.[CH3:14][NH:15][NH2:16]>>[Cl:9][C:6]1[N:15]([CH3:14])[N:16]=[C:4]([OH:3])[C:5]=1[CH:10]([F:12])[F:11]. Procedure details: 50.14 g (0.25 mol) of 3-chlorodifluoromethyl-3-methoxypropenoic acid ethyl ester was placed in a flask in ice water. 12.67 g (0.275 mol) of methylhydrazine was added while stirring until the reaction mixture boiled. Additional methylhydrazine was added and the mixture was left standing overnight. The solvent was evaporated off and the residue recrystallized from hot methylcyclohexane to give 17.4 g of off-white solid, m.p. 122°-123° C. Starting materials: Cl (hydrochloric acid), C(O)([O-])=O.[Na+] (sodium hydrogen carbonate), O (water), BrC=1C=CC2=C(C=C(CCN2CCC)C(=O)OC(C)(C)C)C1 (t-butyl 7-bromo-1-propyl-2,3-dihydro-1H-1-benzazepine-4-carboxylate). Run in C(C)(=O)OCC (ethyl acetate), C(C)(=O)OCC (ethyl acetate). Run at time 12 hour. Yields the product BrC=1C=CC2=C(C=C(CCN2CCC)C(=O)O)C1 (7-bromo-1-propyl-2,3-dihydro-1H-1-benzazepine-4-carboxylic acid). Isolated yield 38.3%. As a reaction SMILES: [Br:1][C:2]1[CH:3]=[CH:4][C:5]2[N:11]([CH2:12][CH2:13][CH3:14])[CH2:10][CH2:9][C:8]([C:15]([O:17]C(C)(C)C)=[O:16])=[CH:7][C:6]=2[CH:22]=1.Cl.O.C(=O)([O-])O.[Na+]>C(OCC)(=O)C>[Br:1][C:2]1[CH:3]=[CH:4][C:5]2[N:11]([CH2:12][CH2:13][CH3:14])[CH2:10][CH2:9][C:8]([C:15]([OH:17])=[O:16])=[CH:7][C:6]=2[CH:22]=1 |f:3.4|. Reported procedure: In ethyl acetate (80 ml) was dissolved t-butyl 7-bromo-1-propyl-2,3-dihydro-1H-1-benzazepine-4-carboxylate (8.05 g). To the solution was added a solution of 4N hydrochloric acid in ethyl acetate (80 ml), and the mixture was stirred at room temperature for 12 hours. To the mixture was added water, and the mixture was adjusted to pH2 with saturated sodium hydrogen carbonate solution and extracted with ethyl acetate. The organic layer was dried with anhydrous magnesium sulfate. The solvent was evap...